This data is from the Open Reaction Database (ORD), a public repository of structured organic reaction records. The task is: describe an organic reaction: reactants, conditions, products, and yield Reactants: (9,9-dimethyl-9H-xanthene-3,6-diyl)bis(diphenylphosphine)[xantphos], C(N)(OCC)=O (ethyl carbamate), C(C)(C)(C)C1=CC=C(C=C1)N1C(N(C(C1=O)(C)C)CC1=CC(=NC=C1)Cl)=O (3-(4-tert-butylphenyl)-1-[(2-chloropyridin-4-yl)methyl]-5,5-dimethylimidazolidine-2,4-dione), C([O-])([O-])=O.[Cs+].[Cs+] (caesium carbonate). The reagents and catalysts are C(C)(=O)[O-].C(C)(=O)[O-].[Pd+2] (palladium diacetate). Run in O1CCOCC1 (dioxane). Conditions: temperature 105 celsius. Product: C(C)(C)(C)C1=CC=C(C=C1)N1C(N(C(C1=O)(C)C)CC1=CC(=NC=C1)NC(OCC)=O)=O (ethyl (4-{[3-(4-tert-butylphenyl)-5,5-dimethyl-2,4-dioxo-imidazolidin-1-yl]methyl}pyridin-2-yl)carbamate). Yield: 45.3%. Reaction SMILES: [C:1]([C:5]1[CH:10]=[CH:9][C:8]([N:11]2[C:15](=[O:16])[C:14]([CH3:18])([CH3:17])[N:13]([CH2:19][C:20]3[CH:25]=[CH:24][N:23]=[C:22](Cl)[CH:21]=3)[C:12]2=[O:27])=[CH:7][CH:6]=1)([CH3:4])([CH3:3])[CH3:2].C(=O)([O-])[O-].[Cs+].[Cs+].[C:34](=[O:39])([O:36][CH2:37][CH3:38])[NH2:35]>O1CCOCC1.C([O-])(=O)C.C([O-])(=O)C.[Pd+2]>[C:1]([C:5]1[CH:10]=[CH:9][C:8]([N:11]2[C:15](=[O:16])[C:14]([CH3:18])([CH3:17])[N:13]([CH2:19][C:20]3[CH:25]=[CH:24][N:23]=[C:22]([NH:35][C:34](=[O:39])[O:36][CH2:37][CH3:38])[CH:21]=3)[C:12]2=[O:27])=[CH:7][CH:6]=1)([CH3:4])([CH3:3])[CH3:2] |f:1.2.3,6.7.8|. Reported procedure: To a solution of 3.5 g of 3-(4-tert-butylphenyl)-1-[(2-chloropyridin-4-yl)methyl]-5,5-dimethylimidazolidine-2,4-dione obtained in stage a) of Example 7 in 90 mL of dioxane are successively added, under argon, 406 mg of palladium diacetate, 1.1 g of (9,9-dimethyl-9H-xanthene-3,6-diyl)bis(diphenylphosphine)[xantphos], 12.9 g of caesium carbonate and 1.86 g of ethyl carbamate. The reaction mixture is heated at 105° C. for 7 hours, filtered and concentrated under reduced pressure. The residue is pur... Starting materials: CSC=1S\C(\C(N1)=O)=C/C=1C=C2C=CC=NC2=CC1 (2-methylsulfanyl-5-[1-quinolin-6-yl-meth-(Z)-ylidene]-thiazol-4-one), N1(CCOCC1)C(CN)C1=CC=CC=C1 (2-morpholin-4-yl-2-phenyl-ethylamine), CCN(C(C)C)C(C)C (DIEA). Yields the product N1(CCOCC1)C(CNC=1S\C(\C(N1)=O)=C/C=1C=C2C=CC=NC2=CC1)C1=CC=CC=C1 (2-(2-morpholin-4-yl-2-phenyl-ethylamino)-5-[1-quinolin-6-yl-meth-(Z)-ylidene]-thiazol-4-one). Reaction SMILES: CS[C:3]1[S:4]/[C:5](=[CH:9]\[C:10]2[CH:11]=[C:12]3[C:17](=[CH:18][CH:19]=2)[N:16]=[CH:15][CH:14]=[CH:13]3)/[C:6](=[O:8])[N:7]=1.[N:20]1([CH:26]([C:29]2[CH:34]=[CH:33][CH:32]=[CH:31][CH:30]=2)[CH2:27][NH2:28])[CH2:25][CH2:24][O:23][CH2:22][CH2:21]1.CCN(C(C)C)C(C)C>>[N:20]1([CH:26]([C:29]2[CH:34]=[CH:33][CH:32]=[CH:31][CH:30]=2)[CH2:27][NH:28][C:3]2[S:4]/[C:5](=[CH:9]\[C:10]3[CH:11]=[C:12]4[C:17](=[CH:18][CH:19]=3)[N:16]=[CH:15][CH:14]=[CH:13]4)/[C:6](=[O:8])[N:7]=2)[CH2:25][CH2:24][O:23][CH2:22][CH2:21]1. Reported procedure: Similar procedure as described in example 1b was used, starting from 2-methylsulfanyl-5-[1-quinolin-6-yl-meth-(Z)-ylidene]-thiazol-4-one, 2-morpholin-4-yl-2-phenyl-ethylamine and DIEA to give 2-(2-morpholin-4-yl-2-phenyl-ethylamino)-5-[1-quinolin-6-yl-meth-(Z)-ylidene]-thiazol-4-one. LC-MS m/e 445 (MH+). The reactants are compound, [C-]#N.[K+] (potassium cyanide), O (water), [C-]#N.[K+] (potassium cyanide), C(C)(C)(C)C1=CC(=C(C(=C1O)C)CCl)C (6-tert.-butyl-3-chloromethyl-2,4-dimethylphenol), ice. The solvent is CN(C=O)C (N,N-dimethylformamide). Run at time 7 hour. Yields the product C(C)(C)(C)C1=C(C(=C(C(=C1)C)CC#N)C)O (4-tert.-Butyl-2,6-dimethyl-3-hydroxyphenylacetonitrile). Reaction SMILES: [C-:1]#[N:2].[K+].[C:4]([C:8]1[C:13]([OH:14])=[C:12]([CH3:15])[C:11]([CH2:16]Cl)=[C:10]([CH3:18])[CH:9]=1)([CH3:7])([CH3:6])[CH3:5].O>CN(C)C=O>[C:4]([C:8]1[CH:9]=[C:10]([CH3:18])[C:11]([CH2:16][C:1]#[N:2])=[C:12]([CH3:15])[C:13]=1[OH:14])([CH3:7])([CH3:6])[CH3:5] |f:0.1|. Procedure details: To 41 grams of potassium cyanide dispersed in 300 ml of N,N-dimethylformamide, was slowly added a solution of 97.2 grams of the compound of Example 1, the reaction temperature rising from 25° to 35° C. The reaction meixture was then heated at 70° to 75° for 71/2 hours. Since a sample analyzed after 7 hours reaction time indicated that some unreacted starting 6-tert.-butyl-3-chloromethyl-2,4-dimethylphenol remained unreacted, an additional 13.7 grams of potassium cyanide was added and the reactio... Reactants: CC(C)c1csc(CO)n1, ClCCl, O=S(Cl)Cl. Product: CC(C)c1csc(CCl)n1. RXN SMILES: [CH:1]([CH3:2])([CH3:3])[c:4]1[n:5][c:6]([CH2:9][OH:10])[s:7][cH:8]1.[Cl:15][CH2:16][Cl:17].[S:11]([Cl:12])([Cl:13])=[O:14]>>[CH:1]([CH3:2])([CH3:3])[c:4]1[n:5][c:6]([CH2:9][Cl:13])[s:7][cH:8]1.